Dataset: the Open Reaction Database (ORD), a public repository of structured organic reaction records. Task: describe an organic reaction: reactants, conditions, products, and yield Reactants: OC1=C(C(N(C(=C1)C)C)=O)C(C=CC1=CC(=CC=C1)OCC(=O)OC)=O (4-hydroxy-3-[3-[3-(methoxycarbonylmethoxy)phenyl]-1-oxo-2-propenyl]-1,6-dimethyl-2(1H)-pyridinone), S(=O)(=O)(OC)OC (dimethyl sulfate). Yields the product COC1=C(C(N(C(=C1)C)C)=O)C(C=CC1=CC(=CC=C1)OCC(=O)OC)=O (4-methoxy-3-[3-[3-(methoxycarbonylmethoxy)phenyl]-1-oxo-2-propenyl]-1,6-dimethyl-2(1H)-pyridinone). Reaction SMILES: [OH:1][C:2]1[CH:7]=[C:6]([CH3:8])[N:5]([CH3:9])[C:4](=[O:10])[C:3]=1[C:11](=[O:26])[CH:12]=[CH:13][C:14]1[CH:19]=[CH:18][CH:17]=[C:16]([O:20][CH2:21][C:22]([O:24][CH3:25])=[O:23])[CH:15]=1.S(OC)(O[CH3:31])(=O)=O>>[CH3:31][O:1][C:2]1[CH:7]=[C:6]([CH3:8])[N:5]([CH3:9])[C:4](=[O:10])[C:3]=1[C:11](=[O:26])[CH:12]=[CH:13][C:14]1[CH:19]=[CH:18][CH:17]=[C:16]([O:20][CH2:21][C:22]([O:24][CH3:25])=[O:23])[CH:15]=1. Procedure: According to the same manner as that of Example a-25 except that 0.71 g of 4-hydroxy-3-[3-[3-(methoxycarbonylmethoxy)phenyl]-1-oxo-2-propenyl]-1,6-dimethyl-2(1H)-pyridinone was used in place of 4-hydroxy-3-[3-[3-(2-hydroxyethoxy)phenyl]-1-oxo-2-propenyl]-1,6-dimethyl-2(1H)-pyridinone, and 0.28 ml of dimethyl sulfate was used in place of iodomethane, 0.37 g of 4-methoxy-3-[3-[3-(methoxycarbonylmethoxy)phenyl]-1-oxo-2-propenyl]-1,6-dimethyl-2(1H)-pyridinone [Compound No. (60a)] was obtained as a p... Reactants: CN(C)C=O, OCc1ccc(Cl)cc1, O=c1c(Cl)c(Cl)cnn1-c1ccc(Cl)cc1F, [K+], [OH-]. As a reaction SMILES: [CH3:29][N:30]([CH3:31])[CH:32]=[O:33].[Cl:18][c:19]1[cH:20][cH:21][c:22]([CH2:23][OH:24])[cH:25][cH:26]1.[Cl:1][c:2]1[cH:3][c:4]([F:17])[c:5](-[n:8]2[n:9][cH:10][c:11]([Cl:16])[c:12]([Cl:15])[c:13]2=[O:14])[cH:6][cH:7]1.[K+:28].[OH-:27]>>[Cl:1][c:2]1[cH:3][c:4]([F:17])[c:5](-[n:8]2[n:9][cH:10][c:11]([O:24][CH2:23][c:22]3[cH:21][cH:20][c:19]([Cl:18])[cH:26][cH:25]3)[c:12]([Cl:15])[c:13]2=[O:14])[cH:6][cH:7]1. Product: O=c1c(Cl)c(OCc2ccc(Cl)cc2)cnn1-c1ccc(Cl)cc1F. Starting materials: CC1=CC(=C(C=O)C=C1)O[C@@H](C)CC=C ((S)-4-methyl-2-(pent-4-en-2-yloxy)benzaldehyde), C[Mg]I (methylmagnesium iodide). Solvent: C(C)OCC (diethyl ether), O (water). Run at time 1 hour. Product: CC1=CC(=C(C=C1)C(C)O)O[C@@H](C)CC=C (1-(4-methyl-2-((S)-pent-4-en-2-yloxy)phenyl)ethanol). The yield is 92.6%. As a reaction SMILES: [CH3:1][C:2]1[CH:9]=[CH:8][C:5]([CH:6]=[O:7])=[C:4]([O:10][C@H:11]([CH2:13][CH:14]=[CH2:15])[CH3:12])[CH:3]=1.[CH3:16][Mg]I>C(OCC)C.O>[CH3:1][C:2]1[CH:9]=[CH:8][C:5]([CH:6]([OH:7])[CH3:16])=[C:4]([O:10][C@H:11]([CH2:13][CH:14]=[CH2:15])[CH3:12])[CH:3]=1. Reported procedure: To a mixture of (S)-4-methyl-2-(pent-4-en-2-yloxy)benzaldehyde (50 mg, 0.245 mmol) in diethyl ether (2 mL) was added methylmagnesium iodide (0.245 mL, 0.734 mmol) and the mixture was stirred at rt for 1 h. It was then diluted with water, extracted with EtOAc. The organic layer was dried over MgSO4, filtered and concentrated. The residue was purified by biotage, eluting with 25% EtOAc/hexane to obtain 1-(4-methyl-2-((S)-pent-4-en-2-yloxy)phenyl)ethanol (50 mg, 93%) as an oil. 1H NMR (400 MHz, CDC... Reactants: C1CCOC1, CCCC[N+](CCCC)(CCCC)CCCC, CCOC(=O)c1cn(CCO[Si](C)(C)C(C)(C)C)c2c(F)cc(Cc3cccc(Cl)c3Cl)cc2c1=O, [F-], O. Yields the product CCOC(=O)c1cn(CCO)c2c(F)cc(Cc3cccc(Cl)c3Cl)cc2c1=O. Reaction SMILES: [CH2:56]1[O:57][CH2:58][CH2:59][CH2:60]1.[CH3:38][CH2:39][CH2:40][CH2:41][N+:42]([CH2:43][CH2:44][CH2:45][CH3:46])([CH2:47][CH2:48][CH2:49][CH3:50])[CH2:51][CH2:52][CH2:53][CH3:54].[Cl:1][c:2]1[c:3]([CH2:4][c:5]2[cH:6][c:7]3[c:8](=[O:31])[c:9]([C:26](=[O:27])[O:28][CH2:29][CH3:30])[cH:10][n:11]([CH2:16][CH2:17][O:18][Si:19]([C:20]([CH3:21])([CH3:22])[CH3:23])([CH3:24])[CH3:25])[c:12]3[c:13]([F:15])[cH:14]2)[cH:32][cH:33][cH:34][c:35]1[Cl:36].[F-:37].[OH2:55]>>[Cl:1][c:2]1[c:3]([CH2:4][c:5]2[cH:6][c:7]3[c:8](=[O:31])[c:9]([C:26](=[O:27])[O:28][CH2:29][CH3:30])[cH:10][n:11]([CH2:16][CH2:17][OH:18])[c:12]3[c:13]([F:15])[cH:14]2)[cH:32][cH:33][cH:34][c:35]1[Cl:36]. The reactants are C(C)C1=NC2=CC(=CC=C2C(N1C1=C(C=CC=C1)OCC)=O)Cl (2-ethyl-7-chloro-3-(2-ethoxyphenyl)quinazolin-4(3H)-one), piperazinyl, ClC1=CC=C(OCC(=O)Cl)C=C1 (4-chlorophenoxyacetyl chloride), N1CCNCC1 (piperazine), BrN1C(CCC1=O)=O (N-bromosuccinimide). Run in O1CCCC1 (THF), O1CCCC1 (THF), C(C)N(CC)CC (TEA), C(Cl)(Cl)(Cl)Cl (carbon tetrachloride). The product is ClC1=CC=C(OCC(=O)N2CCN(CC2)C(C)C2=NC3=CC(=CC=C3C(N2C2=C(C=CC=C2)OCC)=O)Cl)C=C1 (2-(1-(4-(2-(4-chlorophenoxy)acetyl)piperazin-1-yl)ethyl)-7-chloro-3-(2-ethoxyphenyl)quinazolin-4(3H)-one). Reaction SMILES: [CH2:1]([C:3]1[N:12]([C:13]2[CH:18]=[CH:17][CH:16]=[CH:15][C:14]=2[O:19][CH2:20][CH3:21])[C:11](=[O:22])[C:10]2[C:5](=[CH:6][C:7]([Cl:23])=[CH:8][CH:9]=2)[N:4]=1)[CH3:2].BrN1C(=O)CCC1=O.[NH:32]1[CH2:37][CH2:36][NH:35][CH2:34][CH2:33]1.[Cl:38][C:39]1[CH:49]=[CH:48][C:42]([O:43][CH2:44][C:45](Cl)=[O:46])=[CH:41][CH:40]=1>C(Cl)(Cl)(Cl)Cl.O1CCCC1.C(N(CC)CC)C>[Cl:38][C:39]1[CH:49]=[CH:48][C:42]([O:43][CH2:44][C:45]([N:32]2[CH2:37][CH2:36][N:35]([CH:1]([C:3]3[N:12]([C:13]4[CH:18]=[CH:17][CH:16]=[CH:15][C:14]=4[O:19][CH2:20][CH3:21])[C:11](=[O:22])[C:10]4[C:5](=[CH:6][C:7]([Cl:23])=[CH:8][CH:9]=4)[N:4]=3)[CH3:2])[CH2:34][CH2:33]2)=[O:46])=[CH:41][CH:40]=1. Reported procedure: Briefly, 2-amino-4-chlorobenzoic acid was acylated with propionyl chloride in triethylamine (TEA) and tetrahydrofuran (THF). The acylated compound was refluxed with 2-ethoxyaniline in phosphorus trichloride and toluene to produce 2-ethyl-7-chloro-3-(2-ethoxyphenyl)quinazolin-4(3H)-one. The 2-ethyl-7-chloro-3-(2-ethoxyphenyl)quinazolin-4(3H)-one was brominated with N-bromosuccinimide (NBS) in carbon tetrachloride, the product of which was subsequently reacted with piperazine in THF. The piperazin... Starting materials: O=C1N(C=NC2=CC=C(C=C12)C#CCC1=CC=CC=C1)CC1=CC=C(C(=O)O)C=C1 (4-[4-oxo-6-(3-phenyl-prop-1-ynyl)-4H-quinazoline-3-ylmethyl]-benzoic acid), N (ammonia), C(C(=O)Cl)(=O)Cl (oxalyl chloride). The reagents and catalysts are CN(C)C=O (DMF). Run in O1CCOCC1 (dioxane), ClCCl (dichloromethane). Reaction conditions: time 12 hour. Product: O=C1N(C=NC2=CC=C(C=C12)C#CCC1=CC=CC=C1)CC1=CC=C(C(=O)N)C=C1 (4-[4-oxo-6-(3-phenyl-prop-1-ynyl)-4H-quinazoline-3-ylmethyl]-benzamide). RXN SMILES: [O:1]=[C:2]1[C:11]2[C:6](=[CH:7][CH:8]=[C:9]([C:12]#[C:13][CH2:14][C:15]3[CH:20]=[CH:19][CH:18]=[CH:17][CH:16]=3)[CH:10]=2)[N:5]=[CH:4][N:3]1[CH2:21][C:22]1[CH:30]=[CH:29][C:25]([C:26]([OH:28])=O)=[CH:24][CH:23]=1.C(Cl)(=O)C(Cl)=O.[NH3:37]>ClCCl.CN(C=O)C.O1CCOCC1>[O:1]=[C:2]1[C:11]2[C:6](=[CH:7][CH:8]=[C:9]([C:12]#[C:13][CH2:14][C:15]3[CH:20]=[CH:19][CH:18]=[CH:17][CH:16]=3)[CH:10]=2)[N:5]=[CH:4][N:3]1[CH2:21][C:22]1[CH:23]=[CH:24][C:25]([C:26]([NH2:37])=[O:28])=[CH:29][CH:30]=1. Procedure details: 0.1 g (0.254 mmol) of the compound of Example 18 is suspended in 50 ml of dichloromethane. 35.4 mg of oxalyl chloride (0.279 mmol) is added, followed by 1 drop of DMF. The reaction is refluxed under nitrogen for 2 hours, and stirred at room temperature for an additional 12 hours. Then an excess amount of 0.5 M ammonia in dioxane is added. The reaction is stirred at room temperature for 1 hour. The solvent is then removed in vacuum and the residue is washed with 1:1 water:methanol to yield 70 mg ... Reactants: BrCCBr, O=C([O-])[O-], CCCCOc1nc(N)c2nc(OC)[nH]c2n1, CN(C)C=O, O=C(O)C(F)(F)F, [K+], [K+]. The product is CCCCOc1nc(N)c2nc(OC)n(CCBr)c2n1. RXN SMILES: [Br:31][CH2:32][CH2:33][Br:34].[C:25](=[O:26])([O-:27])[O-:28].[CH2:8]([CH2:9][CH2:10][CH3:11])[O:12][c:13]1[n:14][c:15]([NH2:24])[c:16]2[n:17][c:18]([O:22][CH3:23])[nH:19][c:20]2[n:21]1.[CH3:35][N:36]([CH3:37])[CH:38]=[O:39].[F:1][C:2]([F:3])([F:4])[C:5]([OH:6])=[O:7].[K+:29].[K+:30]>>[CH2:8]([CH2:9][CH2:10][CH3:11])[O:12][c:13]1[n:14][c:15]([NH2:24])[c:16]2[n:17][c:18]([O:22][CH3:23])[n:19]([CH2:33][CH2:32][Br:31])[c:20]2[n:21]1. Reactants: C(C=CC)Br (crotyl bromide), [OH-].[K+] (potassium hydroxide), COC(CNC(OCC)=O)OC (ethyl N-(2,2-dimethoxyethyl) -carbamate). The reagents and catalysts are [Cl-].C(C)[N+](CC1=CC=CC=C1)(CC)CC (triethylbenzylammonium chloride). Solvent: C1(=CC=CC=C1)C (toluene), O (water). Conditions: time 8 hour. The product is C(C=CC)N(C(OCC)=O)CC(OC)OC (Ethyl N-(2-buten-1-yl)-N-(2,2-dimethoxyethyl) -carbamate). RXN SMILES: [CH3:1][O:2][CH:3]([O:11][CH3:12])[CH2:4][NH:5][C:6](=[O:10])[O:7][CH2:8][CH3:9].[OH-].[K+].[CH2:15](Br)[CH:16]=[CH:17][CH3:18]>C1(C)C=CC=CC=1.[Cl-].C([N+](CC)(CC)CC1C=CC=CC=1)C.O>[CH2:15]([N:5]([CH2:4][CH:3]([O:2][CH3:1])[O:11][CH3:12])[C:6](=[O:10])[O:7][CH2:8][CH3:9])[CH:16]=[CH:17][CH3:18] |f:1.2,5.6|. Reported procedure: Alternatively 90 g (0.5 mol) of ethyl N-(2,2-dimethoxyethyl) -carbamate are dissolved in 500 ml of toluene, 100 g of powdered potassium hydroxide and 1.5 g of triethylbenzylammonium chloride are added and 80 g (0.6 mol) of crotyl bromide (isomer mixture) are added dropwise. The mixture is stirred overnight at room temperature, the salts are dissolved in water, and the aqueous phase is separated off and extracted once using 100 ml of toluene. The extract is dried over potassium carbonate and conc... Reactants: [N+](=O)([O-])C1=C(C=CC=C1)CC(=O)N1CCOCC1 (4-[(2-nitrophenyl)acetyl]morpholine), B (borane), B (borane). Run in C1CCOC1 (THF), C1CCOC1 (THF), C1CCOC1 (THF). Reaction conditions: time 1 hour. Yields the product [N+](=O)([O-])C1=C(C=CC=C1)CCN1CCOCC1 (4-[(2-nitrophenyl)ethyl]morpholine). The yield is 120.8%. RXN SMILES: [N+:1]([C:4]1[CH:9]=[CH:8][CH:7]=[CH:6][C:5]=1[CH2:10][C:11]([N:13]1[CH2:18][CH2:17][O:16][CH2:15][CH2:14]1)=O)([O-:3])=[O:2].B>C1COCC1>[N+:1]([C:4]1[CH:9]=[CH:8][CH:7]=[CH:6][C:5]=1[CH2:10][CH2:11][N:13]1[CH2:14][CH2:15][O:16][CH2:17][CH2:18]1)([O-:3])=[O:2]. Procedure: To a solution of 4-[(2-nitrophenyl)acetyl]morpholine (10 g, 40 mmol) in THF (250 ml) was added borane. THF (1.0M, 60 ml, 60 mmol) and the mixture heated at reflux for 1 h. A further portion of borane. THF (1.0M, 80 ml, 80 mmol) was added and reflux continued for 1 h. The cooled reaction was quenched by addition of hydrochloric acid (concentrated, 8 ml) and left at room temperature for 18 h. The mixture was concentrated under vacuum, basified with aqueous sodium hydroxide (2N) and extracted with ... Reactants: CC1=NSC2=C1N=C(OC2=O)CCC (3-Methyl-5-propyl-isothiazolo[4.5-d][1,3]oxazin-7-one), C(C1=CC=CC=C1)N (benzyl amine). Run in Cl (HCl). Conditions: temperature 200 celsius. Yields the product C(C1=CC=CC=C1)N1C(=NC2=C(C1=O)SN=C2C)CCC (6-Benzyl-3-methyl-5-propyl-6H-isothiazolo[4,5-d]pyrimidin-7-one). Reaction SMILES: [CH3:1][C:2]1[C:6]2[N:7]=[C:8]([CH2:12][CH2:13][CH3:14])O[C:10](=[O:11])[C:5]=2[S:4][N:3]=1.[CH2:15]([NH2:22])[C:16]1[CH:21]=[CH:20][CH:19]=[CH:18][CH:17]=1>Cl>[CH2:15]([N:22]1[C:10](=[O:11])[C:5]2[S:4][N:3]=[C:2]([CH3:1])[C:6]=2[N:7]=[C:8]1[CH2:12][CH2:13][CH3:14])[C:16]1[CH:21]=[CH:20][CH:19]=[CH:18][CH:17]=1. Reported procedure: 3-Methyl-5-propyl-isothiazolo[4,5-d][1,3]oxazin-7-one (method 58) (200 mg, 1.02 mmol) was taken in a 10 mL microwavable pyrex tube and benzyl amine (1 g, 9.34 mmol) was added to it. The resulting mixture was heated in a microwave synthesizer (CEM's Discoverer) at 200° C. for 20 min. The MS of the reaction mixture showed the complete disappearance of the starting material and the presence of the product peak at 286 (MH+). The reaction mixture was diluted with 1N HCl (10 mL) and extracted with EtO...